From a dataset of the Open Reaction Database (ORD), a public repository of structured organic reaction records. describe an organic reaction: reactants, conditions, products, and yield The reactants are Cl (HCl), COC1=C(C(=O)O)C=CC(=N1)OC (2,6-dimethoxy-nicotinic acid), [N+](#[C-])CC1=CC=CC=C1 (isocyanomethyl-benzene), ClC=1C=C(C(=O)O)C=CC1NC(C(C1CCCCC1)N1C(=NC2=C1C=C(C(=C2)F)F)C=2C=NC(=CC2)Cl)=O (3-Chloro-4-{2-[2-(6-chloro-pyridin-3-yl)-5,6-difluoro-benzoimidazol-1-yl]-2-cyclohexyl-acetylamino}-benzoic acid), ClC=1C=C(C(=O)O)C=CC1NC(C(C1CCCCC1)N1C(=NC2=C1C=C(C(=C2)F)F)C=2C=NC(=CC2)Cl)=O (3-Chloro-4-{2-[2-(6-chloro-pyridin-3-yl)-5,6-difluoro-benzoimidazol-1-yl]-2-cyclohexyl-acetylamino}-benzoic acid), C1(CCCCC1)C=O (cyclohexanecarbaldehyde). Solvent: O1CCOCC1 (dioxane), CO (methanol). Conditions: time 30 minute. Yields the product C(C1=CC=CC=C1)NC(C(N1C(=NC2=C1C=C(C(=C2)F)F)C=2C(=NC(=CC2)OC)OC)C2CCCCC2)=O (N-Benzyl-2-cyclohexyl-2-[2-(2,6-dimethoxy-pyridin-3-yl)-5,6-difluoro-benzoimidazol-1-yl]-acetamide). Isolated yield 67.0%. Reaction SMILES: ClC1C=C(C=CC=1[NH:11][C:12](=[O:38])[CH:13]([N:20]1[C:24]2[CH:25]=[C:26]([F:30])[C:27]([F:29])=[CH:28][C:23]=2[N:22]=C1C1C=NC(Cl)=CC=1)[CH:14]1[CH2:19][CH2:18][CH2:17][CH2:16][CH2:15]1)C(O)=O.[CH:39]1([CH:45]=O)[CH2:44][CH2:43][CH2:42][CH2:41][CH2:40]1.[CH3:47][O:48][C:49]1[N:57]=[C:56]([O:58][CH3:59])[CH:55]=[CH:54][C:50]=1[C:51](O)=O.[N+](CC1C=CC=CC=1)#[C-].Cl>CO.O1CCOCC1>[CH2:45]([NH:11][C:12](=[O:38])[CH:13]([CH:14]1[CH2:15][CH2:16][CH2:17][CH2:18][CH2:19]1)[N:20]1[C:24]2[CH:25]=[C:26]([F:30])[C:27]([F:29])=[CH:28][C:23]=2[N:22]=[C:51]1[C:50]1[C:49]([O:48][CH3:47])=[N:57][C:56]([O:58][CH3:59])=[CH:55][CH:54]=1)[C:39]1[CH:44]=[CH:43][CH:42]=[CH:41][CH:40]=1. Procedure: To a solution of (2-amino-4,5-difluoro-phenyl)-carbamic acid tert-butyl ester (2.50 g, 10.24 mmol, 1.0 equiv; example 1, intermediate b) in methanol (30 mL) was added cyclohexanecarbaldehyde (1.15 g, 1.23 mL, 10.24 mmol, 1.0 equiv; [2043-61-0]) and the mixture stirred at rt. After 30 min, 2,6-dimethoxy-nicotinic acid (1.88 g, 10.24 mmol, 1.0 equiv; [CAS RN 16727-43-8]) and isocyanomethyl-benzene (1.20 g, 1.25 mL, 10.24 mmol, 1.0 equiv; [931-53-3]) were added and stirring continued at rt for 2 h.... RXN SMILES: [Cl:1][C:2]1[CH:15]=[CH:14][C:5]([CH2:6][C:7]2[CH2:13][CH2:12][CH2:11][CH2:10][CH2:9][N:8]=2)=[CH:4][CH:3]=1>[Pt]>[Cl:1][C:2]1[CH:15]=[CH:14][C:5]([CH2:6][CH:7]2[CH2:13][CH2:12][CH2:11][CH2:10][CH2:9][NH:8]2)=[CH:4][CH:3]=1. Reagents/catalysts: [Pt] (platinum). Yields the product ClC1=CC=C(CC2NCCCCC2)C=C1 (2-(4-chlorobenzyl)perhydroazepine). Reported procedure: Hydrogenate the thus-obtained 2-(4-chlorobenzyl)-4,5,6,7-tetrahydro-3H-azepine with platinum/active carbon/ hydrogen. Filter out the catalyst, concentrate the filtrate and distil to obtain 61.9 g (68% of theory) of the title compound with a BP of 93° at 0.1 mm of Hg. Reactants: ClC1=CC=C(CC2=NCCCCC2)C=C1 (2-(4-chlorobenzyl)-4,5,6,7-tetrahydro-3H-azepine). The reactants are FC1=C(NC2=NC(=NC=C2)Cl)C=C(C=C1)C (4-(2-fluoro-5-methylanilino)-2-chloropyrimidine), CN(C)CC(CN(C)C1=CC=C(N)C=C1)O (4-[3-(N,N-dimethyl)amino-2-hydroxypropyl(N-methyl)amino]aniline). Product: CN(C)CC(CN(C)C1=CC=C(NC2=NC=CC(=N2)NC2=C(C=CC(=C2)C)F)C=C1)O (2-{4-[3-(N,N-Dimethyl)amino-2-hydroxypropyl(N-methyl)amino]anilino}-4-(2-fluoro-5-methylanilino)pyrimidine). The yield is 17.0%. Reaction SMILES: [F:1][C:2]1[CH:15]=[CH:14][C:13]([CH3:16])=[CH:12][C:3]=1[NH:4][C:5]1[CH:10]=[CH:9][N:8]=[C:7](Cl)[N:6]=1.[CH3:17][N:18]([CH2:20][CH:21]([OH:32])[CH2:22][N:23]([C:25]1[CH:31]=[CH:30][C:28]([NH2:29])=[CH:27][CH:26]=1)[CH3:24])[CH3:19]>>[CH3:19][N:18]([CH2:20][CH:21]([OH:32])[CH2:22][N:23]([C:25]1[CH:26]=[CH:27][C:28]([NH:29][C:7]2[N:6]=[C:5]([NH:4][C:3]3[CH:12]=[C:13]([CH3:16])[CH:14]=[CH:15][C:2]=3[F:1])[CH:10]=[CH:9][N:8]=2)=[CH:30][CH:31]=1)[CH3:24])[CH3:17]. Reported procedure: By a procedure analogous to Example 96, 4-(2-fluoro-5-methylanilino)-2-chloropyrimidine (Reference Example A-10) and 4-[3-(N,N-dimethyl)amino-2-hydroxypropyl(N-methyl)amino]aniline (Reference Example D-2) were reacted to give the title product as a brown oil (60 mg, 17%). M/z: (ES+) 425.3 (MH+). HPLC (Hypersil 10 cm base deactivated) 60% MeCN/H2O/0.2% TFA. Retention time: 2.66 min. The reactants are C1(NC(C2=CC=CC=C12)=O)=O (isoindoline-1,3-dione), CC(C)(C)[O-].[K+] (KOtBu), CS(=O)(=O)OCC1(CCN(CC1)CC1=CC=CC=C1)F ((1-benzyl-4-fluoropiperidin-4-yl)methyl methanesulfonate). The reagents and catalysts are [N+](CCCC)(CCCC)(CCCC)CCCC.[I-] (Bu4NI). Solvent: CN(C)C=O (DMF). Reaction conditions: temperature 100 celsius, time 12 hour. Product: C(C1=CC=CC=C1)N1CCC(CC1)(F)CN1C(C2=CC=CC=C2C1=O)=O (2-((1-benzyl-4-fluoropiperidin-4-yl)methyl)isoindoline-1,3-dione). Isolated yield 37.6%. RXN SMILES: CS(O[CH2:6][C:7]1([F:20])[CH2:12][CH2:11][N:10]([CH2:13][C:14]2[CH:19]=[CH:18][CH:17]=[CH:16][CH:15]=2)[CH2:9][CH2:8]1)(=O)=O.[C:21]1(=[O:31])[C:29]2[C:24](=[CH:25][CH:26]=[CH:27][CH:28]=2)[C:23](=[O:30])[NH:22]1.CC([O-])(C)C.[K+]>CN(C=O)C.[N+](CCCC)(CCCC)(CCCC)CCCC.[I-]>[CH2:13]([N:10]1[CH2:11][CH2:12][C:7]([CH2:6][N:22]2[C:23](=[O:30])[C:24]3[C:29](=[CH:28][CH:27]=[CH:26][CH:25]=3)[C:21]2=[O:31])([F:20])[CH2:8][CH2:9]1)[C:14]1[CH:19]=[CH:18][CH:17]=[CH:16][CH:15]=1 |f:2.3,5.6|. Procedure details: The (1-benzyl-4-fluoropiperidin-4-yl)methyl methanesulfonate (1.82 g, 6.04 mmol, Preparation #V.1) was dissolved in DMF (18 mL) and isoindoline-1,3-dione (1.07 g, 7.25 mmol), Bu4NI (1.12 g, 3.02 mmol) and KOtBu (1.36 g, 12.1 mmol) were added. The resulting mixture was stirred at about 100° C. for about 12 h. The mixture was cooled to rt and concentrated under reduced pressure. The residue was diluted with water (10 mL) and extracted with Et2O (3×10 mL). The combined organic layers were washed wi... The reactants are ClCCl, CS(=O)(=O)Cl, C=CCOC(=O)c1cccc(COc2ccc3c(=O)c(-c4ccc(N)cc4)coc3c2)c1, c1ccncc1. Yields the product C=CCOC(=O)c1cccc(COc2ccc3c(=O)c(-c4ccc(NS(C)(=O)=O)cc4)coc3c2)c1. Reaction SMILES: [CH2:44]([Cl:45])[Cl:46].[CH3:39][S:40]([Cl:41])(=[O:42])=[O:43].[NH2:1][c:2]1[cH:3][cH:4][c:5](-[c:8]2[cH:9][o:10][c:11]3[cH:12][c:13]([O:19][CH2:20][c:21]4[cH:22][c:23]([C:24](=[O:25])[O:26][CH2:27][CH:28]=[CH2:29])[cH:30][cH:31][cH:32]4)[cH:14][cH:15][c:16]3[c:17]2=[O:18])[cH:6][cH:7]1.[cH:33]1[cH:34][cH:35][n:36][cH:37][cH:38]1>>[NH:1]([c:2]1[cH:3][cH:4][c:5](-[c:8]2[cH:9][o:10][c:11]3[cH:12][c:13]([O:19][CH2:20][c:21]4[cH:22][c:23]([C:24](=[O:25])[O:26][CH2:27][CH:28]=[CH2:29])[cH:30][cH:31][cH:32]4)[cH:14][cH:15][c:16]3[c:17]2=[O:18])[cH:6][cH:7]1)[S:40]([CH3:39])(=[O:42])=[O:43]. Reactants: NC=1C=C2C(=CNC2=CC1)C1CCN(CC1)C (5-amino-3-(1-methylpiperidin-4-yl)-1H-indole), C(C(C)C)(=O)O (isobutyric acid). Yields the product CC(C(=O)NC=1C=C2C(=CNC2=CC1)C1CCN(CC1)C)C (5-(2-methylpropanoyl)amino-3-(1-methylpiperidin-4-yl)-1H-indole). Yield: 78.8%. Reaction SMILES: [NH2:1][C:2]1[CH:3]=[C:4]2[C:8](=[CH:9][CH:10]=1)[NH:7][CH:6]=[C:5]2[CH:11]1[CH2:16][CH2:15][N:14]([CH3:17])[CH2:13][CH2:12]1.[C:18](O)(=[O:22])[CH:19]([CH3:21])[CH3:20]>>[CH3:20][CH:19]([CH3:21])[C:18]([NH:1][C:2]1[CH:3]=[C:4]2[C:8](=[CH:9][CH:10]=1)[NH:7][CH:6]=[C:5]2[CH:11]1[CH2:16][CH2:15][N:14]([CH3:17])[CH2:13][CH2:12]1)=[O:22]. Reported procedure: Beginning with 12.0 mg (0.05 mMol) 5-amino-3-(1-methylpiperidin-4-yl)-1H-indole and 8.8 mg (0.10 mMol) isobutyric acid, 11.8 mg (79%) of the title compound were recovered.